describe an organic reaction: reactants, conditions, products, and yield From a dataset of the Open Reaction Database (ORD), a public repository of structured organic reaction records. Reactants: O=C(NCC1CC1)c1cnc(N2CC3=C(CNC3)C2)s1, Clc1ncnc2ccccc12, O=C([O-])C(F)(F)F. Product: O=C(NCC1CC1)c1cnc(N2CC3=C(C2)CN(c2ncnc4ccccc24)C3)s1. Reaction SMILES: [CH:1]1([CH2:4][NH:5][C:6](=[O:7])[c:8]2[cH:9][n:10][c:11]([N:13]3[CH2:14][C:15]4=[C:19]([CH2:18][NH:17][CH2:16]4)[CH2:20]3)[s:12]2)[CH2:2][CH2:3]1.[Cl:28][c:29]1[n:30][cH:31][n:32][c:33]2[cH:34][cH:35][cH:36][cH:37][c:38]12.[O-:21][C:22]([C:23]([F:24])([F:25])[F:26])=[O:27]>>[CH:1]1([CH2:4][NH:5][C:6](=[O:7])[c:8]2[cH:9][n:10][c:11]([N:13]3[CH2:14][C:15]4=[C:19]([CH2:18][N:17]([c:29]5[n:30][cH:31][n:32][c:33]6[cH:34][cH:35][cH:36][cH:37][c:38]56)[CH2:16]4)[CH2:20]3)[s:12]2)[CH2:2][CH2:3]1. Starting materials: COC(=O)c1ccc2c(c1)nc(S(C)(=O)=O)n2NC(=O)c1ccc(Cl)c(S(N)(=O)=O)c1, [Na+], [OH-]. The product is CS(=O)(=O)c1nc2cc(C(=O)O)ccc2n1NC(=O)c1ccc(Cl)c(S(N)(=O)=O)c1. As a reaction SMILES: [Cl:1][c:2]1[c:3]([S:28]([NH2:29])(=[O:30])=[O:31])[cH:4][c:5]([C:6](=[O:7])[NH:8][n:9]2[c:10]([S:22](=[O:23])(=[O:24])[CH3:25])[n:11][c:12]3[c:13]2[cH:14][cH:15][c:16]([C:18](=[O:19])[O:20][CH3:21])[cH:17]3)[cH:26][cH:27]1.[Na+:33].[OH-:32]>>[Cl:1][c:2]1[c:3]([S:28]([NH2:29])(=[O:30])=[O:31])[cH:4][c:5]([C:6](=[O:7])[NH:8][n:9]2[c:10]([S:22](=[O:23])(=[O:24])[CH3:25])[n:11][c:12]3[c:13]2[cH:14][cH:15][c:16]([C:18](=[O:19])[OH:20])[cH:17]3)[cH:26][cH:27]1. Reactants: ClC=1N=C(C2=C(N1)CCS2)Cl (2,4-dichloro-6,7-dihydro-thieno[3,2-d]pyrimidine), O (water), Cl.N[C@H](C(C)C)C(=O)N (D-valinamide hydrochloride), C(C)(C)N(CC)C(C)C (diisopropylethylamine). Solvent: O1CCOCC1 (dioxane). Run at temperature 120 celsius. The product is ClC=1N=C(C2=C(N1)CCS2)N[C@@H](C(=O)N)C(C)C ((R)-2-(2-chloro-6,7-dihydro-thieno[3,2-d]pyrimidin-4-ylamino)-3-methyl-butyramide). Isolated yield 74.0%. Reaction SMILES: [Cl:1][C:2]1[N:3]=[C:4](Cl)[C:5]2[S:10][CH2:9][CH2:8][C:6]=2[N:7]=1.Cl.[NH2:13][C@@H:14]([C:18]([NH2:20])=[O:19])[CH:15]([CH3:17])[CH3:16].C(N(C(C)C)CC)(C)C.O>O1CCOCC1>[Cl:1][C:2]1[N:3]=[C:4]([NH:13][C@H:14]([CH:15]([CH3:17])[CH3:16])[C:18]([NH2:20])=[O:19])[C:5]2[S:10][CH2:9][CH2:8][C:6]=2[N:7]=1 |f:1.2|. Reported procedure: 800 mg 2,4-dichloro-6,7-dihydro-thieno[3,2-d]pyrimidine and 800 mg D-valinamide hydrochloride are placed in 8 ml dioxane, then 2.7 ml diisopropylethylamine are added. The reaction mixture is heated to 120° C. in the microwave for 2 hours. The residue is mixed with water. The precipitate formed is suction filtered and dried. 820 mg of the product are obtained as a powder. Analytical HPLC (method B): RT=2.64 min.